Dataset: the Open Reaction Database (ORD), a public repository of structured organic reaction records. Task: describe an organic reaction: reactants, conditions, products, and yield The reactants are O=C(O)c1cccc(Br)c1F, O=C(Cl)C(=O)Cl, ClCCl, CN(C)C=O. Yields the product O=C(Cl)c1cccc(Br)c1F. Reaction SMILES: [Br:1][c:2]1[c:3]([F:11])[c:4]([C:5](=[O:6])[OH:7])[cH:8][cH:9][cH:10]1.[Cl:12][C:13]([C:14]([Cl:15])=[O:16])=[O:17].[Cl:23][CH2:24][Cl:25].[O:18]=[CH:19][N:20]([CH3:21])[CH3:22]>>[Br:1][c:2]1[c:3]([F:11])[c:4]([C:5](=[O:6])[Cl:12])[cH:8][cH:9][cH:10]1. Starting materials: Br, O=C([O-])[O-], CC(=O)O, [K+], [K+], O, OCc1cnc2ccccn12, Cc1ccc2nc(S)[nH]c2c1. The product is Cc1ccc2[nH]c(SCc3cnc4ccccn34)nc2c1. Reaction SMILES: [BrH:33].[C:27](=[O:28])([O-:29])[O-:30].[CH3:23][C:24](=[O:25])[OH:26].[K+:31].[K+:32].[OH2:34].[OH:12][CH2:13][c:14]1[cH:15][n:16][c:17]2[n:18]1[cH:19][cH:20][cH:21][cH:22]2.[SH:1][c:2]1[nH:3][c:4]2[c:5]([n:6]1)[cH:7][cH:8][c:9]([CH3:11])[cH:10]2>>[S:1]([c:2]1[n:3][c:4]2[c:5]([nH:6]1)[cH:7][cH:8][c:9]([CH3:11])[cH:10]2)[CH2:13][c:14]1[cH:15][n:16][c:17]2[n:18]1[cH:19][cH:20][cH:21][cH:22]2. The reactants are BrCC1=CC=2C(CCC(C2C=C1CCCCCC)(C)C)(C)C (2-Bromomethyl-3-hexyl-5,5,8,8-tetramethyl-5,6,7,8-tetrahydronaphthalene), C1(=CC=CC=C1)P(C1=CC=CC=C1)C1=CC=CC=C1 (triphenylphosphine), C1(=CC=CC=C1)C (toluene). Run at temperature 115 celsius. Yields the product [Br-].C(CCCCC)C=1C(=CC=2C(CCC(C2C1)(C)C)(C)C)C1=C(C=CC=C1)[P+](C1=CC=CC=C1)(C1=CC=CC=C1)C ((3-Hexyl-5,5,8,8-tetramethyl-5,6,7,8-tetrahydronaphthalen-2-yl)-methyl Triphenylphosphonium Bromide). Reaction SMILES: [Br:1][CH2:2][C:3]1[C:12]([CH2:13][CH2:14][CH2:15][CH2:16][CH2:17][CH3:18])=[CH:11][C:10]2[C:9]([CH3:20])([CH3:19])[CH2:8][CH2:7][C:6]([CH3:22])([CH3:21])[C:5]=2[CH:4]=1.[C:23]1([P:29]([C:36]2C=CC=CC=2)[C:30]2[CH:35]=[CH:34][CH:33]=[CH:32][CH:31]=2)[CH:28]=[CH:27][CH:26]=[CH:25][CH:24]=1.[C:42]1(C)[CH:47]=[CH:46]C=[CH:44][CH:43]=1>>[Br-:1].[CH2:2]([C:3]1[C:12]([C:13]2[CH:14]=[CH:15][CH:16]=[CH:17][C:18]=2[P+:29]([CH3:36])([C:30]2[CH:35]=[CH:34][CH:33]=[CH:32][CH:31]=2)[C:23]2[CH:28]=[CH:27][CH:26]=[CH:25][CH:24]=2)=[CH:11][C:10]2[C:9]([CH3:20])([CH3:19])[CH2:8][CH2:7][C:6]([CH3:22])([CH3:21])[C:5]=2[CH:4]=1)[CH2:44][CH2:43][CH2:42][CH2:47][CH3:46] |f:3.4|. Reported procedure: A solution of 2.58 g of 2-bromomethyl-3-hexyl-5,5,8,8-tetramethyl-5,6,7,8-tetrahydro-naphthalene (from Example 6) and 1.94 g of triphenylphosphine in 50 ml of toluene was heated to reflux (oil bath at 115° C.) for 3 hours. The mixture was cooled to −5° C. for 1 hour and the white solid was filtered off. Concentration in vacuo of the filtrate gave a pale yellow residue, which was crystallized from toluene. The combined white solids were dried, giving 4.0 g of the title product. 1H NMR (CDCL3): 7.... Reactants: C([O-])([O-])=O.[Na+].[Na+] (Sodium carbonate), BrC=1C=NC(=NC1)N (5-bromopyrimidin-2-amine), C(C)(C)(C)OC(=O)C1=CC=C(C=C1)B(O)O ([4-(tert-butoxycarbonyl)phenyl]boronic acid). The reagents and catalysts are C=1C=CC(=CC1)[P](C=2C=CC=CC2)(C=3C=CC=CC3)[Pd]([P](C=4C=CC=CC4)(C=5C=CC=CC5)C=6C=CC=CC6)([P](C=7C=CC=CC7)(C=8C=CC=CC8)C=9C=CC=CC9)[P](C=1C=CC=CC1)(C=1C=CC=CC1)C=1C=CC=CC1 (tetrakis(triphenylphosphine)palladium). The solvent is CCOC(=O)C (EtOAc), O (water), C(C)O (ethanol), C1(=CC=CC=C1)C (toluene). Conditions: temperature 120 celsius. The product is NC1=NC=C(C=N1)C1=CC=C(C(=O)OC(C)(C)C)C=C1 (tert-butyl 4-(2-aminopyrimidin-5-yl)benzoate). Yield: 86.6%. As a reaction SMILES: C(=O)([O-])[O-].[Na+].[Na+].Br[C:8]1[CH:9]=[N:10][C:11]([NH2:14])=[N:12][CH:13]=1.[C:15]([O:19][C:20]([C:22]1[CH:27]=[CH:26][C:25](B(O)O)=[CH:24][CH:23]=1)=[O:21])([CH3:18])([CH3:17])[CH3:16]>O.C(O)C.C1(C)C=CC=CC=1.CCOC(C)=O.C1C=CC([P]([Pd]([P](C2C=CC=CC=2)(C2C=CC=CC=2)C2C=CC=CC=2)([P](C2C=CC=CC=2)(C2C=CC=CC=2)C2C=CC=CC=2)[P](C2C=CC=CC=2)(C2C=CC=CC=2)C2C=CC=CC=2)(C2C=CC=CC=2)C2C=CC=CC=2)=CC=1>[NH2:14][C:11]1[N:10]=[CH:9][C:8]([C:25]2[CH:26]=[CH:27][C:22]([C:20]([O:19][C:15]([CH3:16])([CH3:17])[CH3:18])=[O:21])=[CH:23][CH:24]=2)=[CH:13][N:12]=1 |f:0.1.2,^1:51,53,72,91|. Procedure details: Sodium carbonate (0.636 g, 6.0 mmol) in water (2.0 mL) was added to a mixture of 5-bromopyrimidin-2-amine (0.348 g, 2.0 mmol), [4-(tert-butoxycarbonyl)phenyl]boronic acid (0.533 g, 2.4 mmol) and tetrakis(triphenylphosphine)palladium (69 mg, 0.06 mmol) in ethanol (3 mL) and toluene (3 mL). The mixture was heated at 120° C. for 3 h. After cooling to RT, the mixture was diluted with EtOAc and washed with water and brine. The organic layer was dried over Na2SO4, filtered and concentrated under reduc... Starting materials: CCCc1cc(N)c(C)cc1C(F)(C(F)(F)F)C(F)(F)F, C[O-], CO, [Na+], O. Product: CCCc1cc(N)c(C)cc1C(OC)(C(F)(F)F)C(F)(F)F. Reaction SMILES: [CH3:1][c:2]1[c:3]([NH2:4])[cH:5][c:6]([CH2:19][CH2:20][CH3:21])[c:7]([C:9]([C:10]([F:11])([F:12])[F:13])([C:14]([F:15])([F:16])[F:17])[F:18])[cH:8]1.[CH3:23][O-:24].[CH3:26][OH:27].[Na+:25].[OH2:22]>>[CH3:1][c:2]1[c:3]([NH2:4])[cH:5][c:6]([CH2:19][CH2:20][CH3:21])[c:7]([C:9]([C:10]([F:11])([F:12])[F:13])([C:14]([F:15])([F:16])[F:17])[O:22][CH3:23])[cH:8]1. Reactants: C(C)(C)(C)OC(=O)NC1CCC(CC1)OC=1N=CN=C2SC=3CC[C@H](C3C12)CC(=O)OCC (ethyl 2-[(3S)-12-[(4-[[(tert-butoxy)carbonyl]amino]cyclohexyl)oxy]-7-thia-9,11-diazatricyclo[6.4.0.0^[2,6]]dodeca-1(12),2(6),8,10-tetraen-3-yl]acetate), [H-].[H-].[H-].[H-].[Li+].[Al+3] (LiAlH4). Run in O1CCCC1 (tetrahydrofuran). Conditions: time 30 minute. The product is OCC[C@H]1C=2C3=C(N=CN=C3SC2CC1)OC1CCC(CC1)NC(OC(C)(C)C)=O (tert-butyl N-(4-[[(3S)-3-(2-hydroxyethyl)-7-thia-9,11-diazatricyclo[6.4.0.0[2,6]]dodeca-1(12),2(6),8,10-tetraen-12-yl]oxy]cyclohexyl)carbamate). The yield is 60.7%. As a reaction SMILES: [C:1]([O:5][C:6]([NH:8][CH:9]1[CH2:14][CH2:13][CH:12]([O:15][C:16]2[N:17]=[CH:18][N:19]=[C:20]3[C:27]=2[C:26]2[C@H:25]([CH2:28][C:29](OCC)=[O:30])[CH2:24][CH2:23][C:22]=2[S:21]3)[CH2:11][CH2:10]1)=[O:7])([CH3:4])([CH3:3])[CH3:2].[H-].[H-].[H-].[H-].[Li+].[Al+3]>O1CCCC1>[OH:30][CH2:29][CH2:28][C@@H:25]1[CH2:24][CH2:23][C:22]2[S:21][C:20]3[C:27](=[C:16]([O:15][CH:12]4[CH2:11][CH2:10][CH:9]([NH:8][C:6](=[O:7])[O:5][C:1]([CH3:3])([CH3:2])[CH3:4])[CH2:14][CH2:13]4)[N:17]=[CH:18][N:19]=3)[C:26]1=2 |f:1.2.3.4.5.6|. Reported procedure: To a 50-mL round-bottom flask containing 16.4 (180 mg, 0.38 mmol, 1.00 equiv) in distilled tetrahydrofuran (10 mL) was added LiAlH4 (30 mg, 0.79 mmol, 2.00 equiv) at 0° C. under nitrogen. The resulting solution was stirred for 30 min at room temperature. The reaction was then quenched with water and extracted with ethyl acetate (3×20 mL). The combined organic layers were washed with brine and dried over anhydrous sodium sulfate and concentrated under vacuum to afford tert-butyl N-(4-[[(3S)-3-(2-... Reactants: O=C(CCl)N(CCC(O)(c1ccccc1)c1ccccc1)Cc1ccccc1, CN(C)C=O, [H-], [Na+]. Product: O=C1COC(c2ccccc2)(c2ccccc2)CCN1Cc1ccccc1. Reaction SMILES: [CH2:1]([c:2]1[cH:3][cH:4][cH:5][cH:6][cH:7]1)[N:8]([C:9]([CH2:10][Cl:11])=[O:12])[CH2:13][CH2:14][C:15]([c:16]1[cH:17][cH:18][cH:19][cH:20][cH:21]1)([c:22]1[cH:23][cH:24][cH:25][cH:26][cH:27]1)[OH:28].[CH3:31][N:32]([CH3:33])[CH:34]=[O:35].[H-:29].[Na+:30]>>[CH2:1]([c:2]1[cH:3][cH:4][cH:5][cH:6][cH:7]1)[N:8]1[C:9](=[O:12])[CH2:10][O:28][C:15]([c:16]2[cH:17][cH:18][cH:19][cH:20][cH:21]2)([c:22]2[cH:23][cH:24][cH:25][cH:26][cH:27]2)[CH2:14][CH2:13]1.